Task: describe an organic reaction: reactants, conditions, products, and yield. Dataset: the Open Reaction Database (ORD), a public repository of structured organic reaction records Reactants: ClC=1C=C(C=O)C=CC1F (3-chloro-4-fluorobenzaldehyde), C(CC(=O)O)(=O)O (malonic acid), N1CCCCC1 (piperidine), Cl (hydrochloric acid), ice. Solvent: N1=CC=CC=C1 (pyridine). Yields the product ClC=1C=C(C=CC(=O)O)C=CC1F (3-Chloro-4-fluorocinnamic acid). RXN SMILES: [Cl:1][C:2]1[CH:3]=[C:4]([CH:7]=[CH:8][C:9]=1[F:10])[CH:5]=O.C(O)(=O)[CH2:12][C:13]([OH:15])=[O:14].N1CCCCC1.Cl>N1C=CC=CC=1>[Cl:1][C:2]1[CH:3]=[C:4]([CH:7]=[CH:8][C:9]=1[F:10])[CH:5]=[CH:12][C:13]([OH:15])=[O:14]. Reported procedure: A stirred mixture of 3-chloro-4-fluorobenzaldehyde (55 g, 0.35 mole), malonic acid (47 g, 0.45 mole) and 3.5 ml of piperidine in 138 ml of pyridine was heated on a steam bath for 2 hours. The reaction solution was poured into a mixture of 200 ml of concentrated hydrochloric acid and 320 g of ice to give after filtration and water wash 44 g (63%). The crude intermediate was used without further purification in part D.